From a dataset of the Open Reaction Database (ORD), a public repository of structured organic reaction records. describe an organic reaction: reactants, conditions, products, and yield Reactants: O=C([O-])O, CCOC(=O)N(C)CC1CNCCO1, CC#N, CCOC(=O)CC(=O)c1cc(F)c(F)c(F)c1F, [Na+]. The product is CCOC(=O)CC(=O)c1cc(F)c(N2CCOC(CN(C)C(=O)OCC)C2)c(F)c1F. RXN SMILES: [C:33](=[O:34])([O-:35])[OH:36].[CH2:19]([CH3:20])[O:21][C:22](=[O:23])[N:24]([CH3:25])[CH2:26][CH:27]1[O:28][CH2:29][CH2:30][NH:31][CH2:32]1.[CH3:38][C:39]#[N:40].[F:1][c:2]1[c:3]([C:4](=[O:5])[CH2:6][C:7](=[O:8])[O:9][CH2:10][CH3:11])[cH:12][c:13]([F:18])[c:14]([F:17])[c:15]1[F:16].[Na+:37]>>[F:1][c:2]1[c:3]([C:4](=[O:5])[CH2:6][C:7](=[O:8])[O:9][CH2:10][CH3:11])[cH:12][c:13]([F:18])[c:14]([N:31]2[CH2:30][CH2:29][O:28][CH:27]([CH2:26][N:24]([C:22]([O:21][CH2:19][CH3:20])=[O:23])[CH3:25])[CH2:32]2)[c:15]1[F:16]. Reactants: CCOc1cc2c(cc1OC)C(c1ccc(C(=O)O)cc1)=NC1CCN(C)CC21, COc1cc(COCC(C)NC(C)C)cc(OC)c1. The product is CCOc1cc2c(cc1OC)C(c1ccc(C(=O)N(C(C)C)C(C)COCc3cc(OC)cc(OC)c3)cc1)=NC1CCN(C)CC21. As a reaction SMILES: [CH2:1]([CH3:2])[O:3][c:4]1[cH:5][c:6]2[c:7]([cH:26][c:27]1[O:28][CH3:29])[C:8]([c:17]1[cH:18][cH:19][c:20]([C:21](=[O:22])[OH:23])[cH:24][cH:25]1)=[N:9][CH:10]1[CH2:11][CH2:12][N:13]([CH3:16])[CH2:14][CH:15]21.[CH3:30][O:31][c:32]1[cH:33][c:34]([CH2:35][O:36][CH2:37][CH:38]([CH3:39])[NH:40][CH:41]([CH3:42])[CH3:43])[cH:44][c:45]([O:47][CH3:48])[cH:46]1>>[CH2:1]([CH3:2])[O:3][c:4]1[cH:5][c:6]2[c:7]([cH:26][c:27]1[O:28][CH3:29])[C:8]([c:17]1[cH:18][cH:19][c:20]([C:21](=[O:23])[N:40]([CH:38]([CH2:37][O:36][CH2:35][c:34]3[cH:33][c:32]([O:31][CH3:30])[cH:46][c:45]([O:47][CH3:48])[cH:44]3)[CH3:39])[CH:41]([CH3:42])[CH3:43])[cH:24][cH:25]1)=[N:9][CH:10]1[CH2:11][CH2:12][N:13]([CH3:16])[CH2:14][CH:15]21. Starting materials: ClC1=CC=NC2=CC(=CC=C12)Cl (4,7-dichloroquinoline), NC1=CC=C(C=C1)S(=O)(=O)N1CCN(CC1)S(=O)(=O)C1=C(C=C(C=C1)OC)OC (1-[(p-aminophenyl)sulfonyl]-4-[(2,4-dimethoxyphenyl)sulfonyl]piperazine). Product: COC1=C(C=CC(=C1)OC)S(=O)(=O)N1CCN(CC1)S(=O)(=O)C1=CC=C(C=C1)NC1=CC=NC2=CC(=CC=C12)Cl (1-[(2,4-dimethoxyphenyl)sulfonyl]-4-[[4-[[7-chloro-4-quinolinyl]amino]phenyl]sulfonyl]piperazine). As a reaction SMILES: Cl[C:2]1[C:11]2[C:6](=[CH:7][C:8]([Cl:12])=[CH:9][CH:10]=2)[N:5]=[CH:4][CH:3]=1.[NH2:13][C:14]1[CH:19]=[CH:18][C:17]([S:20]([N:23]2[CH2:28][CH2:27][N:26]([S:29]([C:32]3[CH:37]=[CH:36][C:35]([O:38][CH3:39])=[CH:34][C:33]=3[O:40][CH3:41])(=[O:31])=[O:30])[CH2:25][CH2:24]2)(=[O:22])=[O:21])=[CH:16][CH:15]=1>>[CH3:41][O:40][C:33]1[CH:34]=[C:35]([O:38][CH3:39])[CH:36]=[CH:37][C:32]=1[S:29]([N:26]1[CH2:25][CH2:24][N:23]([S:20]([C:17]2[CH:18]=[CH:19][C:14]([NH:13][C:2]3[C:11]4[C:6](=[CH:7][C:8]([Cl:12])=[CH:9][CH:10]=4)[N:5]=[CH:4][CH:3]=3)=[CH:15][CH:16]=2)(=[O:22])=[O:21])[CH2:28][CH2:27]1)(=[O:30])=[O:31]. Procedure: In the manner given in Example 1C, 4,7-dichloroquinoline is heated with 1-[(p-aminophenyl)sulfonyl]-4-[(2,4-dimethoxyphenyl)sulfonyl]piperazine to give 1-[(2,4-dimethoxyphenyl)sulfonyl]-4-[[4-[[7-chloro-4-quinolinyl]amino]phenyl]sulfonyl]piperazine. Product: ClC1=CC(=NC2=CC(=CC=C12)C)C1=CC=C(C=C1)C (4-Chloro-7-methyl-2-p-tolyl-quinoline). Procedure details: The title compound, m. p. 110-111 ° C., MS: m/e=267 (M+), was prepared from 4-chloro-7-methyl-quinoline and 4-bromotoluene. RXN SMILES: [Cl:1][C:2]1[C:11]2[C:6](=[CH:7][C:8]([CH3:12])=[CH:9][CH:10]=2)[N:5]=[CH:4][CH:3]=1.Br[C:14]1[CH:19]=[CH:18][C:17]([CH3:20])=[CH:16][CH:15]=1>>[Cl:1][C:2]1[C:11]2[C:6](=[CH:7][C:8]([CH3:12])=[CH:9][CH:10]=2)[N:5]=[C:4]([C:14]2[CH:19]=[CH:18][C:17]([CH3:20])=[CH:16][CH:15]=2)[CH:3]=1. Starting materials: ClC1=CC=NC2=CC(=CC=C12)C (4-chloro-7-methyl-quinoline), BrC1=CC=C(C=C1)C (4-bromotoluene). Reactants: [O-]CC.[Na+] (sodium ethoxide), C(CC(=O)OCC)(=O)OCC (diethyl malonate), ClC=1SC(=CC1C=CC(C)=O)Cl (4-(2,5-dichlorothiophen-3-yl)-3-buten-2-one). Solvent: C(C)O (ethanol). Conditions: time 30 minute. The product is ClC=1SC(=CC1C1CC(CC(C1)=O)=O)Cl (5-(2,5-dichlorothiophen-3-yl)cyclohexane-1,3-dione). As a reaction SMILES: [O-:1][CH2:2][CH3:3].[Na+].C(OCC)(=O)CC(OCC)=O.[Cl:16][C:17]1[S:18][C:19]([Cl:27])=[CH:20][C:21]=1[CH:22]=[CH:23][C:24](=[O:26])[CH3:25]>C(O)C>[Cl:16][C:17]1[S:18][C:19]([Cl:27])=[CH:20][C:21]=1[CH:22]1[CH2:3][C:2](=[O:1])[CH2:25][C:24](=[O:26])[CH2:23]1 |f:0.1|. Reported procedure: To a solution of 2,5-dichlorothiophene (100.0 g) and dichloromethylmethylether (165.3 g) in dichloromethane (800 ml) was added dropwise a solution of titanium tetrachloride (272.7 g) in dichloromethane (160 ml) at −10 to −15° C. taking 50 minutes, and at the same temperature, the mixture was stirred for 30 minutes. The reaction solution was poured into ice, and the organic layer was washed with water, sodium hydrogen carbonate solution, water and saturated brine, and dried with magnesium sulfate... Starting materials: O=C(c1c[nH]c2cc(Cl)ccc12)N1CCC2(CC1)OCc1ccccc12, Cc1cc(CCl)ccn1. Yields the product Cc1cc(Cn2cc(C(=O)N3CCC4(CC3)OCc3ccccc34)c3ccc(Cl)cc32)ccn1. As a reaction SMILES: [Cl:1][c:2]1[cH:3][cH:4][c:5]2[c:6]([C:11](=[O:12])[N:13]3[CH2:14][CH2:15][C:16]4([O:17][CH2:18][c:19]5[c:20]4[cH:21][cH:22][cH:23][cH:24]5)[CH2:25][CH2:26]3)[cH:7][nH:8][c:9]2[cH:10]1.[Cl:27][CH2:28][c:29]1[cH:30][c:31]([CH3:35])[n:32][cH:33][cH:34]1>>[Cl:1][c:2]1[cH:3][cH:4][c:5]2[c:6]([C:11](=[O:12])[N:13]3[CH2:14][CH2:15][C:16]4([O:17][CH2:18][c:19]5[c:20]4[cH:21][cH:22][cH:23][cH:24]5)[CH2:25][CH2:26]3)[cH:7][n:8]([CH2:28][c:29]3[cH:30][c:31]([CH3:35])[n:32][cH:33][cH:34]3)[c:9]2[cH:10]1.